This data is from the Open Reaction Database (ORD), a public repository of structured organic reaction records. The task is: describe an organic reaction: reactants, conditions, products, and yield The reactants are C(C(C)C)P(=O)(C(C)CC)Cl (Iso-butyl sec-butyl phosphinyl chloride), C(CCCCCC)[Mg]Br (n-heptyl magnesium bromide). Product: C(C(C)C)P(CCCCCCC)(C(C)CC)=O (iso-butyl sec-butyl n-heptyl phosphine oxide). As a reaction SMILES: [CH2:1]([P:5](Cl)([CH:7]([CH2:9][CH3:10])[CH3:8])=[O:6])[CH:2]([CH3:4])[CH3:3].[CH2:12]([Mg]Br)[CH2:13][CH2:14][CH2:15][CH2:16][CH2:17][CH3:18]>>[CH2:1]([P:5](=[O:6])([CH:7]([CH2:9][CH3:10])[CH3:8])[CH2:12][CH2:13][CH2:14][CH2:15][CH2:16][CH2:17][CH3:18])[CH:2]([CH3:4])[CH3:3]. Reported procedure: Iso-butyl sec-butyl phosphinyl chloride prepared as in Part A and n-heptyl magnesium bromide were allowed to react together as in Preparative Example A to give iso-butyl sec-butyl n-heptyl phosphine oxide bp. 123°-5°/0.004 mm. The reactants are C(C1=CC=CC=C1)N(C(=O)C1CC1)CC=1C=C(C(=O)O)C=CC1Br (3-[(N-Benzyl-N-cyclopropanecarbonyl-amino)-methyl]-4-bromo-benzoic acid), C(C1=CC=CC=C1)N (Benzylamine), C(C(=O)Cl)(=O)Cl (Oxalyl chloride), C(C)(C)N(CC)C(C)C (diisopropylethylamine). Run in CN(C)C=O (DMF), C(Cl)Cl (CH2Cl2), CN1CCCC1=O (NMP), O (H2O). Run at time 30 minute. Product: C(C1=CC=CC=C1)NC(C1=CC(=C(C=C1)Br)CN(C(=O)C1CC1)CC1=CC=CC=C1)=O (N-benzyl-3-[(N-benzyl-N-cyclopropanecarbonyl-amino)-methyl]-4-bromo-benzamide). As a reaction SMILES: [CH2:1]([N:8]([CH2:14][C:15]1[CH:16]=[C:17]([CH:21]=[CH:22][C:23]=1[Br:24])[C:18]([OH:20])=O)[C:9]([CH:11]1[CH2:13][CH2:12]1)=[O:10])[C:2]1[CH:7]=[CH:6][CH:5]=[CH:4][CH:3]=1.C(Cl)(=O)C(Cl)=O.C(N(C(C)C)CC)(C)C.[CH2:40]([NH2:47])[C:41]1[CH:46]=[CH:45][CH:44]=[CH:43][CH:42]=1>C(Cl)Cl.O.CN1C(=O)CCC1.CN(C=O)C>[CH2:40]([NH:47][C:18](=[O:20])[C:17]1[CH:21]=[CH:22][C:23]([Br:24])=[C:15]([CH2:14][N:8]([CH2:1][C:2]2[CH:7]=[CH:6][CH:5]=[CH:4][CH:3]=2)[C:9]([CH:11]2[CH2:12][CH2:13]2)=[O:10])[CH:16]=1)[C:41]1[CH:46]=[CH:45][CH:44]=[CH:43][CH:42]=1. Procedure details: 3-[(N-Benzyl-N-cyclopropanecarbonyl-amino)-methyl]-4-bromo-benzoic acid (0.1 g, 0.26 mmol) and catalytic DMF (0.01 mL) were combined in CH2Cl2 (4 mL) at room temperature. Oxalyl chloride (0.03 mL, 0.33 mmol) was added, and the reaction was stirred for 30 minutes. The solution was concentrated and dried under vacuum, and then NMP (3 mL) and diisopropylethylamine (0.14 mL, 0.78 mmol) were added. Benzylamine (0.04 mL, 0.39 mmol) was then added, and the reaction was stirred for 5 minutes. The mixtur...